This data is from the Open Reaction Database (ORD), a public repository of structured organic reaction records. The task is: describe an organic reaction: reactants, conditions, products, and yield Starting materials: O1C(C1)COC1=CC=C(C#N)C=C1 (4-(oxiranylmethoxy) benzonitrile), C(C)N (ethylamine). Solvent: C(C)#N (acetonitrile). Product: C(C)NCC(COC1=CC=C(C#N)C=C1)O (4[-3-(ethylamino)-2-hydroxypropoxy]-benzonitrile). As a reaction SMILES: [O:1]1[CH2:3][CH:2]1[CH2:4][O:5][C:6]1[CH:13]=[CH:12][C:9]([C:10]#[N:11])=[CH:8][CH:7]=1.[CH2:14]([NH2:16])[CH3:15]>C(#N)C>[CH2:14]([NH:16][CH2:3][CH:2]([OH:1])[CH2:4][O:5][C:6]1[CH:13]=[CH:12][C:9]([C:10]#[N:11])=[CH:8][CH:7]=1)[CH3:15]. Reported procedure: 86.0 g of 4-(oxiranylmethoxy) benzonitrile was dissolved in 250 ml acetonitrile and mixed with 29.7 g ethylamine in an autoclave. The mixture was heated in a boiling water-bath over night, evaporated and the residue was dissolved in 2-M hydrochloric acid. This acidic waterlayer was washed twice with ether, alkalized with 10-M sodium hydroxide and extracted with three portions of dichloromethane. Reactants: IC1=C(C=CC=C1C(=O)OC)S(=O)(=O)N (2-iodo-3-methoxycarbonylbenzenesulfonamide), C(CCC)N=C=O (n-butyl isocyanate), C1CCC2=NCCCN2CC1 (DBU). The solvent is CC(=O)C (acetone). The product is IC1=C(C(=O)OC)C=CC=C1S(=O)(=O)NC(=O)NCCCC (methyl 2-iodo-[[[(n-butylamino)carbonyl]amino]sulfonyl]benzoate). RXN SMILES: [I:1][C:2]1[C:7]([C:8]([O:10][CH3:11])=[O:9])=[CH:6][CH:5]=[CH:4][C:3]=1[S:12]([NH2:15])(=[O:14])=[O:13].[CH2:16]([N:20]=[C:21]=[O:22])[CH2:17][CH2:18][CH3:19].C1CCN2C(=NCCC2)CC1>CC(C)=O>[I:1][C:2]1[C:3]([S:12]([NH:15][C:21]([NH:20][CH2:16][CH2:17][CH2:18][CH3:19])=[O:22])(=[O:14])=[O:13])=[CH:4][CH:5]=[CH:6][C:7]=1[C:8]([O:10][CH3:11])=[O:9]. Reported procedure: 27.3 g of 2-iodo-3-methoxycarbonylbenzenesulfonamide and 9.0 ml of n-butyl isocyanate in 300 ml of absolute acetone are treated with 12 ml of DBU at room temperature and heated at the boil for 3 hours. The reaction solution is cooled to room temperature, concentrated to approximately 1/3 of its volume and poured into 1 l of water. The aqueous phase is acidified with concentrated hydrochloric acid to a pH of 1-2, and the precipitate obtained is filtered off with suction. 31.3 g of methyl 2-iodo-[... Reactants: N(=[N+]=[N-])CC(C(C)C)NC(OCC1=CC=CC=C1)=O (benzyl N-[1-(azidomethyl)-2-methyl-propyl]carbamate), C1(=CC=CC=C1)P(C1=CC=CC=C1)C1=CC=CC=C1 (triphenyl phosphine), C(C)(=O)OCC (ethyl acetate), O (water). Run in C1CCOC1 (THF). Reaction conditions: time 20 hour. The product is NCC(C(C)C)NC(OCC1=CC=CC=C1)=O (benzyl N-[1-(aminomethyl)-2-methyl-propyl]carbamate). As a reaction SMILES: [N:1]([CH2:4][CH:5]([NH:9][C:10](=[O:19])[O:11][CH2:12][C:13]1[CH:18]=[CH:17][CH:16]=[CH:15][CH:14]=1)[CH:6]([CH3:8])[CH3:7])=[N+]=[N-].C1(P(C2C=CC=CC=2)C2C=CC=CC=2)C=CC=CC=1.O.C(OCC)(=O)C>C1COCC1>[NH2:1][CH2:4][CH:5]([NH:9][C:10](=[O:19])[O:11][CH2:12][C:13]1[CH:18]=[CH:17][CH:16]=[CH:15][CH:14]=1)[CH:6]([CH3:8])[CH3:7]. Reported procedure: To benzyl N-[1-(azidomethyl)-2-methyl-propyl]carbamate 6.9 g (0.0263 mole) in THF (100 mL) was added triphenyl phosphine 7.59 g (1.1 eq). The contents were stirred for 20 hrs. After addition of water (10 mL), and stirring for an additional 6 hrs, ethyl acetate was added and the layers separated. After drying with magnesium sulfate and concentration under vacuum, the crude product was columned using DCM/MeOH (0-10%) to afford benzyl N-[1-(aminomethyl)-2-methyl-propyl]carbamate as a yellow oil. Starting materials: [OH-].[Na+] (sodium hydroxide), NCC(=O)C(C)(C)C (aminomethyl-(1,1-dimethylethyl)ketone), hydrochloride salt, N#CN (cyanamide). The solvent is O (water), Cl (hydrochloric acid). Conditions: temperature 90 celsius. Product: CC(C)(C)C1=CN=C(N1)N (5-(1,1-dimethylethyl)-2-aminoimidazole). The yield is 6.1%. Reaction SMILES: [NH2:1][CH2:2][C:3]([C:5]([CH3:8])([CH3:7])[CH3:6])=O.[N:9]#[C:10][NH2:11].[OH-].[Na+]>O.Cl>[CH3:6][C:5]([C:3]1[NH:9][C:10]([NH2:11])=[N:1][CH:2]=1)([CH3:8])[CH3:7] |f:2.3|. Reported procedure: To a stirred solution of 6.8 g of aminomethyl-(1,1-dimethylethyl)ketone, as the hydrochloride salt, in 30 ml of water were added portionwise 5.0 g of cyanamide. The pH of the reaction mixture was adjusted to 6.0 with 1N sodium hydroxide, and then the mixture was heated to 90° C. and stirred for fifty-five minutes. The reaction mixture was next cooled to room temperature, diluted with 100 ml. of water, and extracted several times with diethyl ether. The aqueous layer was made alkaline with ammoni...